The task is: describe an organic reaction: reactants, conditions, products, and yield. This data is from the Open Reaction Database (ORD), a public repository of structured organic reaction records. Starting materials: BrC=1C(=C(C=CC1)[N+](=O)[O-])F (3-bromo-2-fluoronitrobenzene), C(C)(C)N(C(C)C)CC (N,N-diisopropylethylamine), CN (methylamine). Solvent: C1CCOC1 (THF). Yields the product BrC1=C(C(=CC=C1)[N+](=O)[O-])CN ((2-Bromo-6-nitrophenyl)methylamine). As a reaction SMILES: [Br:1][C:2]1[C:3](F)=[C:4]([N+:8]([O-:10])=[O:9])[CH:5]=[CH:6][CH:7]=1.[CH:12]([N:15](CC)C(C)C)(C)C.CN>C1COCC1>[Br:1][C:2]1[CH:7]=[CH:6][CH:5]=[C:4]([N+:8]([O-:10])=[O:9])[C:3]=1[CH2:12][NH2:15]. Procedure details: A solution of 3-bromo-2-fluoronitrobenzene (1 g) in THF (8.3 ml) is heated in the presence of N,N-diisopropylethylamine (690 μA) and of methylamine (2.54 ml) in a microwave reactor (105° C., 30 min). The reaction medium is concentrated and then taken up in ethyl acetate, and then washed with water and then with brine. The organic extracts are combined, dried over magnesium sulphate, filtered and evaporated under reduced pressure. (2-Bromo-6-nitrophenyl)methylamine (1 g) is isolated in the form o...